This data is from the Open Reaction Database (ORD), a public repository of structured organic reaction records. The task is: describe an organic reaction: reactants, conditions, products, and yield Starting materials: N(C(=O)C)C=1C=CC(=C(C(C2=C(C=CC=C2)Cl)O)C1)N (5-acetamino-2-amino-2'-chlorobenzhydrol), SCCC(=O)O (3-mercaptopropionic acid). Solvent: Cl (hydrochloric acid). The product is Cl.Cl.NC1=C(C=C(C=C1)N)C(SCCC(=O)O)C1=C(C=CC=C1)Cl (3-[(2,5-diaminophenyl)(2-chlorophenyl)methylthio]propionic acid dihydrochloride). RXN SMILES: [NH:1]([C:5]1[CH:6]=[CH:7][C:8]([NH2:20])=[C:9]([CH:19]=1)[CH:10](O)[C:11]1[CH:16]=[CH:15][CH:14]=[CH:13][C:12]=1[Cl:17])C(C)=O.[SH:21][CH2:22][CH2:23][C:24]([OH:26])=[O:25]>Cl>[ClH:17].[ClH:17].[NH2:20][C:8]1[CH:7]=[CH:6][C:5]([NH2:1])=[CH:19][C:9]=1[CH:10]([C:11]1[CH:16]=[CH:15][CH:14]=[CH:13][C:12]=1[Cl:17])[S:21][CH2:22][CH2:23][C:24]([OH:26])=[O:25] |f:3.4.5|. Procedure: 107.3 g of 5-acetamino-2-amino-2'-chlorobenzhydrol are heated to 90° for 1 hour together with 36.8 g of 3-mercaptopropionic acid in 290 ml of 6N hydrochloric acid. After cooling, the crystals are filtered off. There is obtained 3-[(2,5-diaminophenyl)(2-chlorophenyl)methylthio]propionic acid dihydrochloride of melting point 234°-235° (decomposition). Reactants: ClC=1C=C(C=CC1)C(=O)C=O (3-chlorophenylglyoxal), CC1=CC=C(C=C1)CCC(N)(C)C (3-(4-methylphenyl)-1,1-dimethylpropanamine). The product is CC1=CC=C(C=C1)CCC(C)(C)NCC(C1=CC(=CC=C1)Cl)O (N-(3-(4-Methylphenyl)-1,1-dimethylpropyl)-2-hydroxy-2-(3-chlorophenyl)ethanamine). As a reaction SMILES: [Cl:1][C:2]1[CH:3]=[C:4]([C:8]([CH:10]=O)=[O:9])[CH:5]=[CH:6][CH:7]=1.[CH3:12][C:13]1[CH:18]=[CH:17][C:16]([CH2:19][CH2:20][C:21]([CH3:24])([CH3:23])[NH2:22])=[CH:15][CH:14]=1>>[CH3:12][C:13]1[CH:18]=[CH:17][C:16]([CH2:19][CH2:20][C:21]([NH:22][CH2:10][CH:8]([OH:9])[C:4]2[CH:5]=[CH:6][CH:7]=[C:2]([Cl:1])[CH:3]=2)([CH3:23])[CH3:24])=[CH:15][CH:14]=1. Reported procedure: The title compound was prepared in the manner described in Example 9 using 3-chlorophenylglyoxal and 3-(4-methylphenyl)-1,1-dimethylpropanamine. The chromatographed material was recrystallized from cyclohexane to give the title compound m.p. 136. τ(CDCL3 +d6DMSO) 8.9 (6H, s), 8.2-8.4 (2H, m), 7.7 (3H, s), 7.0-7.6 (4H, m), 5.35 (1H, dd), 2.9 (4H, s), 2.5-2.7 (5H, m). Reactants: O (water), C(#N)C=1C=C(C=CC1)C1=CC=C(C=C1)O (3'-cyanobiphenyl-4-ol), [H-].[Na+] (sodium hydride), C1(=CC=C(C=C1)S(=O)(=O)OC[C@@H](CCC=1C=NC=CC1)OC(C1=CC=CC=C1)=O)C ((2R)-2-benzoyloxy-4-(3-pyridyl)-1-butyl para-toluenesulfonate). Run in CN(C=O)C (dimethylformamide). Run at time 30 minute. Product: N1=CC(=CC=C1)CC[C@H](COC1=CC=C(C=C1)C1=CC(=CC=C1)C#N)OC(C1=CC=CC=C1)=O ((2R)-4-(3-Pyridyl)-2-benzoyloxy-1-(3'-cyanobiphenyl-4-yloxy)butane). Yield: 75.0%. Reaction SMILES: [C:1]([C:3]1[CH:4]=[C:5]([C:9]2[CH:14]=[CH:13][C:12]([OH:15])=[CH:11][CH:10]=2)[CH:6]=[CH:7][CH:8]=1)#[N:2].[H-].[Na+].C1(C)C=CC(S(O[CH2:28][C@H:29]([O:38][C:39](=[O:46])[C:40]2[CH:45]=[CH:44][CH:43]=[CH:42][CH:41]=2)[CH2:30][CH2:31][C:32]2[CH:33]=[N:34][CH:35]=[CH:36][CH:37]=2)(=O)=O)=CC=1.O>CN(C)C=O>[N:34]1[CH:35]=[CH:36][CH:37]=[C:32]([CH2:31][CH2:30][C@@H:29]([O:38][C:39](=[O:46])[C:40]2[CH:45]=[CH:44][CH:43]=[CH:42][CH:41]=2)[CH2:28][O:15][C:12]2[CH:13]=[CH:14][C:9]([C:5]3[CH:6]=[CH:7][CH:8]=[C:3]([C:1]#[N:2])[CH:4]=3)=[CH:10][CH:11]=2)[CH:33]=1 |f:1.2|. Procedure details: Solid 3'-cyanobiphenyl-4-ol (0.20 g, Example 36b)) was added to a suspension of sodium hydride (60%, 0.049 g) in dimethylformamide (5 ml) and the resulting solution stirred for 30 minutes. Solid (2R)-2-benzoyloxy-4-(3-pyridyl)-1-butyl para-toluenesulfonate (0.43 g) was then added and the mixture stirred at 60° C. for 2 hours. The mixture was cooled, poured into water (50 ml) and extracted with ethyl acetate. The combined organic extracts were dried over anhydrous magnesium sulfate, filtered and ... Reactants: CC1=CC(=NC=C1)C1=CC(=C(C=C1)C)[N+](=O)[O-] (4-(4-methylpyridin-2-yl)-2-nitrotoluene), COC(N(C)C)OC (N,N-dimethylformamide dimethyl acetal). Run in CN(C=O)C (N,N-dimethylformamide). Reaction conditions: temperature 150 celsius, time 18 hour. Yields the product CC1=CC(=NC=C1)C1=CC(=C(C=O)C=C1)[N+](=O)[O-] (4-(4-methylpyridin-2-yl)-2-nitrobenzaldehyde). RXN SMILES: [CH3:1][C:2]1[CH:7]=[CH:6][N:5]=[C:4]([C:8]2[CH:13]=[CH:12][C:11]([CH3:14])=[C:10]([N+:15]([O-:17])=[O:16])[CH:9]=2)[CH:3]=1.C[O:19]C(OC)N(C)C>CN(C)C=O>[CH3:1][C:2]1[CH:7]=[CH:6][N:5]=[C:4]([C:8]2[CH:13]=[CH:12][C:11]([CH:14]=[O:19])=[C:10]([N+:15]([O-:17])=[O:16])[CH:9]=2)[CH:3]=1. Reported procedure: To a solution of 4-(4-methylpyridin-2-yl)-2-nitrotoluene (3.42 g) in N,N-dimethylformamide (20 ml) was added N,N-dimethylformamide dimethyl acetal (2.59 ml), and the mixture was stirred at 150° C. for 18 hours under a nitrogen atmosphere. The reaction mixture was evaporated under reduced pressure, and the residue was dissolved in tetrahydrofuran (80 ml) and water (80 ml). Sodium metaperiodate (10.59 g) was added to the solution, and the mixture was stirred at ambient temperature for 4 hours. The... Starting materials: Cc1c(C(=O)NC(CC(=O)Cl)c2cccc(Br)c2)cnn1-c1ccc(Cl)c(Cl)c1, CCNCC, ClCCCl. Product: CCN(CC)C(=O)CC(NC(=O)c1cnn(-c2ccc(Cl)c(Cl)c2)c1C)c1cccc(Br)c1. Reaction SMILES: [Br:1][c:2]1[cH:3][c:4]([CH:8]([CH2:9][C:10](=[O:11])[Cl:12])[NH:13][C:14](=[O:15])[c:16]2[cH:17][n:18][n:19](-[c:22]3[cH:23][c:24]([Cl:29])[c:25]([Cl:28])[cH:26][cH:27]3)[c:20]2[CH3:21])[cH:5][cH:6][cH:7]1.[CH2:30]([CH3:31])[NH:32][CH2:33][CH3:34].[Cl:35][CH2:36][CH2:37][Cl:38]>>[Br:1][c:2]1[cH:3][c:4]([CH:8]([CH2:9][C:10](=[O:11])[N:32]([CH2:30][CH3:31])[CH2:33][CH3:34])[NH:13][C:14](=[O:15])[c:16]2[cH:17][n:18][n:19](-[c:22]3[cH:23][c:24]([Cl:29])[c:25]([Cl:28])[cH:26][cH:27]3)[c:20]2[CH3:21])[cH:5][cH:6][cH:7]1. Reactants: CN, CCO, COc1cc2ncnc(Nc3cccc(Cl)c3F)c2cc1OCC1CCCN1C(=O)CCl. The product is CNCC(=O)N1CCCC1COc1cc2c(Nc3cccc(Cl)c3F)ncnc2cc1OC. Reaction SMILES: [CH3:33][NH2:34].[CH3:35][CH2:36][OH:37].[Cl:1][c:2]1[c:3]([F:32])[c:4]([NH:5][c:6]2[n:7][cH:8][n:9][c:10]3[cH:11][c:12]([O:27][CH3:28])[c:13]([O:16][CH2:17][CH:18]4[N:19]([C:23]([CH2:24][Cl:25])=[O:26])[CH2:20][CH2:21][CH2:22]4)[cH:14][c:15]23)[cH:29][cH:30][cH:31]1>>[Cl:1][c:2]1[c:3]([F:32])[c:4]([NH:5][c:6]2[n:7][cH:8][n:9][c:10]3[cH:11][c:12]([O:27][CH3:28])[c:13]([O:16][CH2:17][CH:18]4[N:19]([C:23]([CH2:24][NH:34][CH3:33])=[O:26])[CH2:20][CH2:21][CH2:22]4)[cH:14][c:15]23)[cH:29][cH:30][cH:31]1.